describe an organic reaction: reactants, conditions, products, and yield From a dataset of the Open Reaction Database (ORD), a public repository of structured organic reaction records. Reaction conditions: temperature 120 celsius. Yield: 12.0%. Procedure: A suspension of PdCl2(PPh3)2 (10 mg; 0.01 mmol; 0.11 eq.), tert-butyl 5-[(3-chloro-6-oxopyridazin-1(6H)-yl)methyl]-3-{1-[4-(morpholin-4-ylcarbonyl)phenyl]-1H-1,2,3-triazol-4-yl}-1H-indazole-1-carboxylate (79 mg; 0.13 mmol; 1.0 eq.), 4-hydroxyphenylboronic acid (35 mg; 0.25 mmol; 2.0 eq.) and cesium fluoride (65 mg; 0.43 mmol; 3.3 eq.) in DMF (2.0 mL) and water (1.0 mL) was degassed with argon in a sealed tube and heated in MW at 120° C. for 1.5 h. The mixture was then filtered through a celite p... Reactants: ClC1=NN(C(C=C1)=O)CC=1C=C2C(=NN(C2=CC1)C(=O)OC(C)(C)C)C=1N=NN(C1)C1=CC=C(C=C1)C(=O)N1CCOCC1 (tert-butyl 5-[(3-chloro-6-oxopyridazin-1(6H)-yl)methyl]-3-{1-[4-(morpholin-4-ylcarbonyl)phenyl]-1H-1,2,3-triazol-4-yl}-1H-indazole-1-carboxylate), OC1=CC=C(C=C1)B(O)O (4-hydroxyphenylboronic acid), [F-].[Cs+] (cesium fluoride). The reagents and catalysts are Cl[Pd]([P](C1=CC=CC=C1)(C2=CC=CC=C2)C3=CC=CC=C3)([P](C4=CC=CC=C4)(C5=CC=CC=C5)C6=CC=CC=C6)Cl (PdCl2(PPh3)2). Product: OC1=CC=C(C=C1)C=1C=CC(N(N1)CC=1C=C2C(=NNC2=CC1)C=1N=NN(C1)C1=CC=C(C=C1)C(=O)N1CCOCC1)=O (6-(4-hydroxyphenyl)-2-[(3-{1-[4-(morpholin-4-ylcarbonyl)phenyl]-1H-1,2,3-triazol-4-yl}-1H-indazol-5-yl)methyl]pyridazin-3(2H)-one). The solvent is CN(C)C=O (DMF), O (water). RXN SMILES: Cl[C:2]1[CH:7]=[CH:6][C:5](=[O:8])[N:4]([CH2:9][C:10]2[CH:11]=[C:12]3[C:16](=[CH:17][CH:18]=2)[N:15](C(OC(C)(C)C)=O)[N:14]=[C:13]3[C:26]2[N:27]=[N:28][N:29]([C:31]3[CH:36]=[CH:35][C:34]([C:37]([N:39]4[CH2:44][CH2:43][O:42][CH2:41][CH2:40]4)=[O:38])=[CH:33][CH:32]=3)[CH:30]=2)[N:3]=1.[OH:45][C:46]1[CH:51]=[CH:50][C:49](B(O)O)=[CH:48][CH:47]=1.[F-].[Cs+]>CN(C=O)C.O.Cl[Pd](Cl)([P](C1C=CC=CC=1)(C1C=CC=CC=1)C1C=CC=CC=1)[P](C1C=CC=CC=1)(C1C=CC=CC=1)C1C=CC=CC=1>[OH:45][C:46]1[CH:51]=[CH:50][C:49]([C:2]2[CH:7]=[CH:6][C:5](=[O:8])[N:4]([CH2:9][C:10]3[CH:11]=[C:12]4[C:16](=[CH:17][CH:18]=3)[NH:15][N:14]=[C:13]4[C:26]3[N:27]=[N:28][N:29]([C:31]4[CH:36]=[CH:35][C:34]([C:37]([N:39]5[CH2:44][CH2:43][O:42][CH2:41][CH2:40]5)=[O:38])=[CH:33][CH:32]=4)[CH:30]=3)[N:3]=2)=[CH:48][CH:47]=1 |f:2.3,^1:65,84|. Reactants: P(=O)(Cl)(Cl)Cl (phosphorous oxychloride), C(CCC)C1=C(C=C(C=C1C)C)OC (2-butyl-3,5-dimethyl-anisole), aqueous solution, C(C)(=O)[O-].[Na+] (sodium acetate). The solvent is CN(C=O)C (dimethylformamide). The product is COC1=C(C(=C(C=O)C(=C1)C)C)CCCC (4-methoxy-3-butyl-2,6-dimethyl-benzaldehyde). RXN SMILES: P(Cl)(Cl)(Cl)=O.[CH2:6]([C:10]1[C:15]([CH3:16])=[CH:14][C:13]([CH3:17])=[CH:12][C:11]=1[O:18][CH3:19])[CH2:7][CH2:8][CH3:9].[C:20]([O-])(=[O:22])C.[Na+]>CN(C)C=O>[CH3:19][O:18][C:11]1[CH:12]=[C:13]([CH3:17])[C:14]([CH:20]=[O:22])=[C:15]([CH3:16])[C:10]=1[CH2:6][CH2:7][CH2:8][CH3:9] |f:2.3|. Procedure: 5.5 ml. of phosphorous oxychloride are added dropwise while stirring to 4.6 ml. of dimethylformamide. The temperature rises to 30° C. The mixture is treated dropwise with 9.6 g. of 2-butyl-3,5-dimethyl-anisole, poured onto ice water after the addition of 30 to 35 percent aqueous solution of sodium acetate, stirred for 1 hour and extracted with benzene. The benzene extract is washed with water, dried over sodium sulfate and evaporated. There is obtained 4-methoxy-3-butyl-2,6-dimethyl-benzaldehyde... Starting materials: O=C1CCC(C2=CC(=C(C=C12)C1CCCCC1)Cl)C(=O)O (4-oxo-6-cyclohexyl-7-chloro-1,2,3,4-tetrahydronaphthalene-1-carboxylic acid), O.NN (hydrazine hydrate), [OH-].[K+] (potassium hydroxide). Solvent: C(COCCOCCO)O (triethyleneglycol). Reaction conditions: temperature 195 celsius. The product is C1(CCCCC1)C=1C=C2CCCC(C2=CC1Cl)C(=O)O (6-cyclohexyl-7-chloro-1,2,3,4-tetrahydronaphthalene-1-carboxylic acid). Yield: 78.6%. RXN SMILES: O=[C:2]1[C:11]2[C:6](=[CH:7][C:8]([Cl:18])=[C:9]([CH:12]3[CH2:17][CH2:16][CH2:15][CH2:14][CH2:13]3)[CH:10]=2)[CH:5]([C:19]([OH:21])=[O:20])[CH2:4][CH2:3]1.O.NN.[OH-].[K+]>C(O)COCCOCCO>[CH:12]1([C:9]2[CH:10]=[C:11]3[C:6](=[CH:7][C:8]=2[Cl:18])[CH:5]([C:19]([OH:21])=[O:20])[CH2:4][CH2:3][CH2:2]3)[CH2:13][CH2:14][CH2:15][CH2:16][CH2:17]1 |f:1.2,3.4|. Procedure details: A mixture of 6 g of 4-oxo-6-cyclohexyl-7-chloro-1,2,3,4-tetrahydronaphthalene-1-carboxylic acid, 4 g of hydrazine hydrate, 6.4 g of potassium hydroxide and 40 ml of triethyleneglycol is heated for 2 hours at 130°-140°C. Then, while distilling off a mixture of hydrazine and water, the temperature is raised to 195°C and the batch is stirred until nitrogen is no longer being given off, then diluted with 50 ml of water, acidified with concentrated hydrochloric acid and the mixture is extracted with ... Reactants: NCCC1(CCCCC1)CCN1CCC(CC1)N(C(=O)C=1OC=CC1)C1=CC=C(C=C1)C (N-[1-[2-[1-(2-Aminoethyl)cyclohexyl]ethyl]piperidin-4-yl]-N-(p-tolyl)-2-furancarboxamide), N12CCN(CC1)CC2 (1,4-diazabicyclo[2.2.2]octane), ClC1=CC=C(C=C1)S(=O)(=O)Cl (p-chlorobenzenesulfonyl chloride). The solvent is ClCCl (dichloromethane), C(Cl)(Cl)Cl (chloroform). Run at time 2 hour. Product: ClC1=CC=C(C=C1)S(=O)(=O)NCCC1(CCCCC1)CCN1CCC(CC1)N(C(=O)C=1OC=CC1)C1=CC=C(C=C1)C (N-[1-[2-[1-[2-(4-Chlorobenzenesulfonylamino)ethyl]cyclohexyl]ethyl]piperidin-4-yl]-N-(p-tolyl)-2-furancarboxamide). Isolated yield 65.0%. As a reaction SMILES: [NH2:1][CH2:2][CH2:3][C:4]1([CH2:10][CH2:11][N:12]2[CH2:17][CH2:16][CH:15]([N:18]([C:26]3[CH:31]=[CH:30][C:29]([CH3:32])=[CH:28][CH:27]=3)[C:19]([C:21]3[O:22][CH:23]=[CH:24][CH:25]=3)=[O:20])[CH2:14][CH2:13]2)[CH2:9][CH2:8][CH2:7][CH2:6][CH2:5]1.N12CCN(CC1)CC2.[Cl:41][C:42]1[CH:47]=[CH:46][C:45]([S:48](Cl)(=[O:50])=[O:49])=[CH:44][CH:43]=1>ClCCl.C(Cl)(Cl)Cl>[Cl:41][C:42]1[CH:47]=[CH:46][C:45]([S:48]([NH:1][CH2:2][CH2:3][C:4]2([CH2:10][CH2:11][N:12]3[CH2:17][CH2:16][CH:15]([N:18]([C:26]4[CH:27]=[CH:28][C:29]([CH3:32])=[CH:30][CH:31]=4)[C:19]([C:21]4[O:22][CH:23]=[CH:24][CH:25]=4)=[O:20])[CH2:14][CH2:13]3)[CH2:9][CH2:8][CH2:7][CH2:6][CH2:5]2)(=[O:50])=[O:49])=[CH:44][CH:43]=1. Procedure: To a solution of N-[1-[2-[1-(2-aminoethyl)cyclohexyl]ethyl]piperidin-4-yl]-N-(p-tolyl)-2-furancarboxamide (synthesized in Example 18) (199 mg) in dichloromethane (3 mL) were added 1,4-diazabicyclo[2.2.2]octane (100 mg) and p-chlorobenzenesulfonyl chloride (100 mg) successively. The solution was stirred at room temperature for 2 hours. The reaction solution was diluted with chloroform, washed in turn with saturated aqueous sodium bicarbonate solution and saturated aqueous sodium chloride solution... Product: OC(Cc1ccccc1)c1ccccc1. Reaction SMILES: [Al+3:2].[CH3:25][CH2:26][O:27][CH2:28][CH3:29].[H-:1].[H-:4].[H-:5].[H-:6].[Li+:3].[Na+:24].[OH-:23].[OH2:22].[c:7]1([C:13](=[O:14])[CH2:15][c:16]2[cH:17][cH:18][cH:19][cH:20][cH:21]2)[cH:8][cH:9][cH:10][cH:11][cH:12]1>>[c:7]1([CH:13]([OH:14])[CH2:15][c:16]2[cH:17][cH:18][cH:19][cH:20][cH:21]2)[cH:8][cH:9][cH:10][cH:11][cH:12]1. Starting materials: [Al+3], CCOCC, [H-], [H-], [H-], [H-], [Li+], [Na+], [OH-], O, O=C(Cc1ccccc1)c1ccccc1. Reactants: 4A, C(C)(C)N(C(CN1C2=C(N3C(=NN=C3CC1=O)C1=CC=CC=C1)C=CC=C2)=O)C=2C=NC(=CC2)OC (N-isopropyl-N-(6-methoxy-pyridin-3-yl)-2-(5-oxo-1-phenyl-4,5-dihydro-2,3,6,10b-tetraaza-benzo[e]azulen-6-yl)-acetamide), FC1=CC=C2C(=CNC2=C1)C=O (6-fluoro-1H-indole-3-carbaldehyde), N1CCCCC1 (piperidine). The solvent is C1(=CC=CC=C1)C (toluene), C1(=CC=CC=C1)C (toluene), O (water). Yields the product FC1=CC=C2C(=CNC2=C1)C=C1C(N(C2=C(N3C(=NN=C13)C1=CC=CC=C1)C=CC=C2)CC(=O)N(C=2C=NC(=CC2)OC)C(C)C)=O (2-[4-(6-fluoro-1H-indol-3-ylmethylene)-5-oxo-1-phenyl-4,5-dihydro-2,3,6,10b-tetraaza-benzo[e]azulen-6-yl]-N-isopropyl-N-(6-methoxy-pyridin-3-yl)-acetamide). Isolated yield 80.9%. As a reaction SMILES: [CH:1]([N:4]([C:29]1[CH:30]=[N:31][C:32]([O:35][CH3:36])=[CH:33][CH:34]=1)[C:5](=[O:28])[CH2:6][N:7]1[C:16](=[O:17])[CH2:15][C:14]2[N:10]([C:11]([C:18]3[CH:23]=[CH:22][CH:21]=[CH:20][CH:19]=3)=[N:12][N:13]=2)[C:9]2[CH:24]=[CH:25][CH:26]=[CH:27][C:8]1=2)([CH3:3])[CH3:2].[F:37][C:38]1[CH:46]=[C:45]2[C:41]([C:42]([CH:47]=O)=[CH:43][NH:44]2)=[CH:40][CH:39]=1.N1CCCCC1>C1(C)C=CC=CC=1.O>[F:37][C:38]1[CH:46]=[C:45]2[C:41]([C:42]([CH:47]=[C:15]3[C:14]4[N:10]([C:11]([C:18]5[CH:23]=[CH:22][CH:21]=[CH:20][CH:19]=5)=[N:12][N:13]=4)[C:9]4[CH:24]=[CH:25][CH:26]=[CH:27][C:8]=4[N:7]([CH2:6][C:5]([N:4]([CH:1]([CH3:3])[CH3:2])[C:29]4[CH:30]=[N:31][C:32]([O:35][CH3:36])=[CH:33][CH:34]=4)=[O:28])[C:16]3=[O:17])=[CH:43][NH:44]2)=[CH:40][CH:39]=1. Procedure details: To a solution of N-isopropyl-N-(6-methoxy-pyridin-3-yl)-2-(5-oxo-1-phenyl-4,5-dihydro-2,3,6,10b-tetraaza-benzo[e]azulen-6-yl)-acetamide (Preparation 11) (150 mg, 0.311 mmol) and 6-fluoro-1H-indole-3-carbaldehyde (61 mg, 0.373 mmol) in toluene (20 mL) was added piperidine (100 μL). The reaction vessel was equipped with a Dean-Stark trap that contained toluene and 4A molecular sieves and was heated at reflux for 24 hours. The solution was cooled to room temperature and was diluted with water. The ... Procedure: A mixture of tert-butyl 4-(4-((4-((3-carbamoyl-4-methylphenyl)ethynyl)-5-(trifluoromethyl)pyrimidin-2-yl)amino)phenyl)piperazine-1-carboxylate (I72) (0.092 g, 0.16 mmol) and 10% Pd/C (0.116 g) in DMF (5 mL) was stirred over night under a H2 atmosphere. The mixture was filtered through Celite then concentrated under reduced pressure. The residue was then purified using silica gel column chromatography (0-100% EtOAc/petroleum benzine 40-60° C.) and the product triturated with methanol. The resulti... Reagents/catalysts: [Pd] (Pd/C). Product: C(N)(=O)C=1C=C(CCC2=NC(=NC=C2C(F)(F)F)NC2=CC=C(C=C2)N2CCN(CC2)C(=O)OC(C)(C)C)C=CC1C (tert-Butyl 4-(4-((4-(3-carbamoyl-4-methylphenethyl)-5-(trifluoromethyl)pyrimidin-2-yl)amino)phenyl)piperazine-1-carboxylate). The yield is 31.5%. The reactants are C(N)(=O)C=1C=C(C=CC1C)C#CC1=NC(=NC=C1C(F)(F)F)NC1=CC=C(C=C1)N1CCN(CC1)C(=O)OC(C)(C)C (tert-butyl 4-(4-((4-((3-carbamoyl-4-methylphenyl)ethynyl)-5-(trifluoromethyl)pyrimidin-2-yl)amino)phenyl)piperazine-1-carboxylate). As a reaction SMILES: [C:1]([C:4]1[CH:5]=[C:6]([C:11]#[C:12][C:13]2[C:18]([C:19]([F:22])([F:21])[F:20])=[CH:17][N:16]=[C:15]([NH:23][C:24]3[CH:29]=[CH:28][C:27]([N:30]4[CH2:35][CH2:34][N:33]([C:36]([O:38][C:39]([CH3:42])([CH3:41])[CH3:40])=[O:37])[CH2:32][CH2:31]4)=[CH:26][CH:25]=3)[N:14]=2)[CH:7]=[CH:8][C:9]=1[CH3:10])(=[O:3])[NH2:2]>CN(C=O)C.[Pd]>[C:1]([C:4]1[CH:5]=[C:6]([CH:7]=[CH:8][C:9]=1[CH3:10])[CH2:11][CH2:12][C:13]1[C:18]([C:19]([F:21])([F:22])[F:20])=[CH:17][N:16]=[C:15]([NH:23][C:24]2[CH:29]=[CH:28][C:27]([N:30]3[CH2:31][CH2:32][N:33]([C:36]([O:38][C:39]([CH3:40])([CH3:41])[CH3:42])=[O:37])[CH2:34][CH2:35]3)=[CH:26][CH:25]=2)[N:14]=1)(=[O:3])[NH2:2]. Run in CN(C)C=O (DMF).